Dataset: the Open Reaction Database (ORD), a public repository of structured organic reaction records. Task: describe an organic reaction: reactants, conditions, products, and yield Starting materials: CCOC(=O)C(C)(C)Br, O=C(Cl)c1ccccc1Cl, [Zn]. The product is CCOC(=O)C(C)(C)C(=O)c1ccccc1Cl. RXN SMILES: [Br:11][C:12]([C:13](=[O:14])[O:15][CH2:16][CH3:17])([CH3:18])[CH3:19].[Cl:1][C:2](=[O:3])[c:4]1[cH:5][cH:6][cH:7][cH:8][c:9]1[Cl:10].[Zn:20]>>[C:2](=[O:3])([c:4]1[cH:5][cH:6][cH:7][cH:8][c:9]1[Cl:10])[C:12]([C:13](=[O:14])[O:15][CH2:16][CH3:17])([CH3:18])[CH3:19]. The reactants are C(C1=CC=CC=C1)OC=1C=2N(C=CC1)C=CN2 (8-benzyloxyimidazo[1,2-a]pyridine), Cl (hydrochloric acid). Reaction conditions: time 24 hour. Product: Cl.OC=1C=2N(C=CC1)C=CN2 (8-Hydroxyimidazo[1,2-a]pyridine hydrochloride). Reaction SMILES: C([O:8][C:9]1[C:10]2[N:11]([CH:15]=[CH:16][N:17]=2)[CH:12]=[CH:13][CH:14]=1)C1C=CC=CC=1.[ClH:18]>>[ClH:18].[OH:8][C:9]1[C:10]2[N:11]([CH:15]=[CH:16][N:17]=2)[CH:12]=[CH:13][CH:14]=1 |f:2.3|. Reported procedure: In 80 ml of concentrated hydrochloric acid is dissolved 5 g of 8-benzyloxyimidazo[1,2-a]pyridine, and the solution is stirred at room temperature for 24 hours and then concentrated. After addition of 1-butanol, water is azeotropically removed by distillation, and the residue is crystallized from diethyl ether to give 3.8 g of the above-identified compound. The reactants are [H-].[H-].[H-].[H-].[Li+].[Al+3] (LAH), ClC1=CC(=C(C=C1)C1CC(N1)=O)CO[Si](C(C)C)(C(C)C)C(C)C (4-(4-chloro-2-{[(triisopropylsilyl)oxy]methyl}phenyl)azetidin-2-one), Cl (HCl). The solvent is CCOCC (ether). RXN SMILES: [H-].[H-].[H-].[H-].[Li+].[Al+3].[Cl:7][C:8]1[CH:13]=[CH:12][C:11]([CH:14]2[NH:17][C:16](=O)[CH2:15]2)=[C:10]([CH2:19][O:20][Si](C(C)C)(C(C)C)C(C)C)[CH:9]=1.Cl>CCOCC>[ClH:7].[NH:17]1[CH2:16][CH2:15][CH:14]1[C:11]1[CH:12]=[CH:13][C:8]([Cl:7])=[CH:9][C:10]=1[CH2:19][OH:20] |f:0.1.2.3.4.5,9.10|. Reported procedure: LAH (1 M solution in ether, 7.74 mL) was added to a stirred solution of 4-(4-chloro-2-{[(triisopropylsilyl)oxy]methyl}phenyl)azetidin-2-one (0.7122 g, 1.935 mmol) in ether (2 mL) at 0° C. The solution was heated to reflux and after 2 h was cooled to 0° C. and quenched with water (0.294 mL), 15% sodium hydroxide solution (0.294 mL) and water (0.881 mL). The mixture was sonicated to give a uniform precipitate, filtered and evaporated in vacuo to an oil. The oil was dissolved in ethanol (10 mL) and... Reaction conditions: temperature 0 celsius. Yields the product Cl.N1C(CC1)C1=C(C=C(C=C1)Cl)CO ((2-azetidin-2-yl-5-chlorophenyl)methanol hydrochloride). The yield is 200.0%. Starting materials: FC(C1=CC=2C(=NN(N2)C2=C(C=CC(=C2)C(C)(C)CC(C)(C)C)O)C=C1)(F)F (5-trifluoromethyl-2-(2-hydroxy-5-tert-octylphenyl)-2H-benzotriazole), C(CCC)[Sn](CCCC)=O (dibutyltin oxide). Yields the product C(CCC)[Sn](OC1=C(C=C(C=C1)C(C)(C)CC(C)(C)C)N1N=C2C(=N1)C=CC(=C2)C(F)(F)F)(OC2=C(C=C(C=C2)C(C)(C)CC(C)(C)C)N2N=C1C(=N2)C=CC(=C1)C(F)(F)F)CCCC (2,2′-{(Dibutylstannylene)bis[oxy-(5-tert-octyl-2,1-phenylene)]}-bis-(5-trifluoromethyl-2H-benzotriazole)), resin. Yield: 99.0%. As a reaction SMILES: [F:1][C:2]([F:28])([F:27])[C:3]1[CH:26]=[CH:25][C:6]2=[N:7][N:8]([C:10]3[CH:15]=[C:14]([C:16]([CH2:19][C:20]([CH3:23])([CH3:22])[CH3:21])([CH3:18])[CH3:17])[CH:13]=[CH:12][C:11]=3[OH:24])[N:9]=[C:5]2[CH:4]=1.[CH2:29]([Sn:33](=[O:38])[CH2:34][CH2:35][CH2:36][CH3:37])[CH2:30][CH2:31][CH3:32]>>[CH2:29]([Sn:33]([CH2:34][CH2:35][CH2:36][CH3:37])([O:38][C:11]1[CH:12]=[CH:13][C:14]([C:16]([CH2:19][C:20]([CH3:23])([CH3:22])[CH3:21])([CH3:18])[CH3:17])=[CH:15][C:10]=1[N:8]1[N:7]=[C:6]2[CH:25]=[CH:26][C:3]([C:2]([F:1])([F:27])[F:28])=[CH:4][C:5]2=[N:9]1)[O:24][C:11]1[CH:12]=[CH:13][C:14]([C:16]([CH2:19][C:20]([CH3:21])([CH3:22])[CH3:23])([CH3:17])[CH3:18])=[CH:15][C:10]=1[N:8]1[N:7]=[C:6]2[CH:25]=[CH:26][C:3]([C:2]([F:1])([F:27])[F:28])=[CH:4][C:5]2=[N:9]1)[CH2:30][CH2:31][CH3:32]. Procedure details: Following the synthetic procedure of Example 25, the title compound is prepared by reaction of the corresponding equivalent amounts of 5-trifluoromethyl-2-(2-hydroxy-5-tert-octylphenyl)-2H-benzotriazole and dibutyltin oxide to give the title compound as a yellow resin (38 g, 99% yield) whose structure is consistent with 1Hnmr and 19Fnmr. The reactants are ClC=1C=CC2=C(C(=NC(C(N2)=C[N+](=O)[O-])C)C2=C(C=CC=C2)F)C1 (7-chloro-1,3-dihydro-5-(2-fluorophenyl)-3-methyl-2-nitromethylene-2H-1,4-benzodiazepine). Reagents/catalysts: [Ni] (Raney nickel). The solvent is O1C(CCC1)CO (tetrahydrofuran-methanol). Yields the product NCC1NC2=C(C(=NC1C)C1=C(C=CC=C1)F)C=C(C=C2)Cl (2-aminomethyl-7-chloro-2,3-dihydro-5-(2-fluorophenyl)-3-methyl-1H-1,4-benzodiazepine). RXN SMILES: [Cl:1][C:2]1[CH:3]=[CH:4][C:5]2[NH:11][C:10](=[CH:12][N+:13]([O-])=O)[CH:9]([CH3:16])[N:8]=[C:7]([C:17]3[CH:22]=[CH:21][CH:20]=[CH:19][C:18]=3[F:23])[C:6]=2[CH:24]=1>O1CCCC1CO.[Ni]>[NH2:13][CH2:12][CH:10]1[CH:9]([CH3:16])[N:8]=[C:7]([C:17]2[CH:22]=[CH:21][CH:20]=[CH:19][C:18]=2[F:23])[C:6]2[CH:24]=[C:2]([Cl:1])[CH:3]=[CH:4][C:5]=2[NH:11]1. Procedure details: A solution of 5.2 g (0.015 m) of 7-chloro-1,3-dihydro-5-(2-fluorophenyl)-3-methyl-2-nitromethylene-2H-1,4-benzodiazepine in 450 ml of 2:1 tetrahydrofuran-methanol was hydrogenated for 3 hrs. using a Parr apparatus, Raney nickel catalyst (3 teaspoonsful) and an initial pressure of 18 psi. The mixture was filtered and evaporated at reduced pressure to give crude 2-aminomethyl-7-chloro-2,3-dihydro-5-(2-fluorophenyl)-3-methyl-1H-1,4-benzodiazepine as a yellow oil. Reactants: ClC1=C2C(=NC=C1)C=CN2 (7-chloro-1H-pyrrolo[3,2-b]pyridine), ClCC[C@@H](O)C1=CC=CC=C1 (3-chloro-1-(R)-phenyl-propan-1-ol), Example 11. Yields the product ClC1=C2C(=NC=C1)C=CN2[C@@H](CCCl)C2=CC=CC=C2 (7-Chloro-1-(3-chloro-1-(S)-phenyl-propyl)-1H-pyrrolo[3,2-b]pyridine). As a reaction SMILES: [Cl:1][C:2]1[CH:7]=[CH:6][N:5]=[C:4]2[CH:8]=[CH:9][NH:10][C:3]=12.[Cl:11][CH2:12][CH2:13][C@H:14]([C:16]1[CH:21]=[CH:20][CH:19]=[CH:18][CH:17]=1)O>>[Cl:1][C:2]1[CH:7]=[CH:6][N:5]=[C:4]2[CH:8]=[CH:9][N:10]([C@H:14]([C:16]3[CH:21]=[CH:20][CH:19]=[CH:18][CH:17]=3)[CH2:13][CH2:12][Cl:11])[C:3]=12. Reported procedure: 7-Chloro-1-(3-chloro-1-(S)-phenyl-propyl)-1H-pyrrolo[3,2-b]pyridine was prepared from 7-chloro-1H-pyrrolo[3,2-b]pyridine and 3-chloro-1-(R)-phenyl-propan-1-ol following the procedure of steps 1 and 2 of Example 11 (20% yield, 40 mg).